Task: describe an organic reaction: reactants, conditions, products, and yield. Dataset: the Open Reaction Database (ORD), a public repository of structured organic reaction records The reactants are FC1=NC=CC=C1C1N(CCCC1)C(=O)OC(C)(C)C (tert-butyl 2-(2-fluoropyridin-3-yl)piperidine-1-carboxylate), C(=O)(C(F)(F)F)O (TFA), C(C)(=O)OC(C)=O (acetic anhydride), TEA. Solvent: C(Cl)Cl (DCM). Run at time 1 hour. The product is FC1=NC=CC=C1C1N(CCCC1)C(C)=O (1-(2-(2-fluoropyridin-3-yl)piperidin-1-yl)ethanone). Reaction SMILES: [F:1][C:2]1[C:7]([CH:8]2[CH2:13][CH2:12][CH2:11][CH2:10][N:9]2[C:14]([O:16]C(C)(C)C)=O)=[CH:6][CH:5]=[CH:4][N:3]=1.[C:21](O)(C(F)(F)F)=O.C(OC(=O)C)(=O)C>C(Cl)Cl>[F:1][C:2]1[C:7]([CH:8]2[CH2:13][CH2:12][CH2:11][CH2:10][N:9]2[C:14](=[O:16])[CH3:21])=[CH:6][CH:5]=[CH:4][N:3]=1. Procedure details: To a solution of tert-butyl 2-(2-fluoropyridin-3-yl)piperidine-1-carboxylate (70 mg, 0.250 mmol) and DCM (5 mL) was added TFA (0.50 mL, 6.49 mmol). After 1 hour, the reaction was washed with 10% Na2CO3. The organic layer was treated with TEA (0.070 mL, 0.499 mmol), then acetic anhydride (0.024 mL, 0.250 mmol). After 15 minutes, LC-MS shows conversion to the desired product [M+1=223]. The reaction was washed with water and concentrated in vacuo to give 1-(2-(2-fluoropyridin-3-yl)piperidin-1-yl)et...